This data is from the Open Reaction Database (ORD), a public repository of structured organic reaction records. The task is: describe an organic reaction: reactants, conditions, products, and yield Starting materials: C(C)(=O)[O-].[K+] (potassium acetate), O[C@H]1C[C@@H]2CC[C@H]3[C@@H]4CC[C@H](C(COS(=O)(=O)C)=O)[C@]4(CC[C@@H]3[C@]2(C[C@@H]1N1CC(OCC1)(C)C)C)C ((2β,3α,5α)-3-hydroxy-2-(2,2-dimethyl-4-morpholinyl)-21-[(methylsulfonyl)oxy]pregnan-20-one), O (water). Run in C(C)O (ethanol). Product: C(C)(=O)OCC([C@H]1CC[C@H]2[C@@H]3CC[C@H]4C[C@@H]([C@H](C[C@]4(C)[C@H]3CC[C@]12C)N1CC(OCC1)(C)C)O)=O ((2β,3α,5α)-21-(acetyloxy)-3-hydroxy-2-(2,2-dimethyl-4-morpholinyl)pregnan-20-one). Yield: 35.4%. RXN SMILES: [C:1]([O-:4])(=[O:3])[CH3:2].[K+].[OH:6][C@@H:7]1[C@@H:31]([N:32]2[CH2:37][CH2:36][O:35][C:34]([CH3:39])([CH3:38])[CH2:33]2)[CH2:30][C@@:29]2([CH3:40])[C@@H:9]([CH2:10][CH2:11][C@@H:12]3[C@@H:28]2[CH2:27][CH2:26][C@@:25]2([CH3:41])[C@H:13]3[CH2:14][CH2:15][C@@H:16]2[C:17](=[O:24])[CH2:18]OS(C)(=O)=O)[CH2:8]1.O>C(O)C>[C:1]([O:4][CH2:18][C:17](=[O:24])[C@@H:16]1[C@:25]2([CH3:41])[C@H:13]([C@H:12]3[C@H:28]([CH2:27][CH2:26]2)[C@:29]2([CH3:40])[C@H:9]([CH2:8][C@H:7]([OH:6])[C@@H:31]([N:32]4[CH2:37][CH2:36][O:35][C:34]([CH3:39])([CH3:38])[CH2:33]4)[CH2:30]2)[CH2:10][CH2:11]3)[CH2:14][CH2:15]1)(=[O:3])[CH3:2] |f:0.1|. Procedure: Anhydrous potassium acetate (470 mg) was added to (2β,3α,5α)-3-hydroxy-2-(2,2-dimethyl-4-morpholinyl)-21-[(methylsulfonyl)oxy]pregnan-20-one (1.0 g) in ethanol (15 ml) and the solution was heated under reflux for 1.5 h. The reaction mixture was poured into water (150 ml) and the precipitated solid was filtered off, washed with water and the solid was dissolved in dichloromethane. After drying the solution over sodium sulfate, the solvent was removed under reduced pressure and the residue was chr...